From a dataset of the Open Reaction Database (ORD), a public repository of structured organic reaction records. describe an organic reaction: reactants, conditions, products, and yield Reactants: ClC=1C=C2C(=C(N(C2=CC1)S(=O)(=O)C1=CC=CC=C1)C(=O)OCC)S(=O)(=O)Cl (ethyl 5-chloro-3-(chlorosulfonyl)-1-(phenylsulfonyl)-1H-indole-2-carboxylate), Cl.CS(=O)(=O)C1=CC=C(CN)C=C1 (4-(methylsulfonyl)benzylamine hydrochloride), BrC=1C=C2C(=C(N(C2=CC1)S(=O)(=O)C1=CC=CC=C1)C(=O)OCC)S(=O)(=O)Cl (ethyl 5-bromo-3-(chlorosulfonyl)-1-(phenylsulfonyl)-1H-indole-2-carboxylate), Cl.CN (methylamine hydrochloride). The product is BrC=1C=C2C(=C(NC2=CC1)C(=O)N)S(=O)(=O)NCC1=CC=C(C=C1)S(=O)(=O)C (5-Bromo-3-({[4-(methylsulfonyl)benzyl]amino}sulfonyl)-1H-indole-2-carboxamide). RXN SMILES: ClC1C=C2C(=CC=1)[N:7](S(C1C=CC=CC=1)(=O)=O)C(C(OCC)=O)=C2S(Cl)(=O)=O.[Br:29][C:30]1[CH:31]=[C:32]2[C:36](=[CH:37][CH:38]=1)[N:35](S(C1C=CC=CC=1)(=O)=O)[C:34]([C:48]([O:50]CC)=O)=[C:33]2[S:53](Cl)(=[O:55])=[O:54].Cl.CN.Cl.[CH3:61][S:62]([C:65]1[CH:72]=[CH:71][C:68]([CH2:69][NH2:70])=[CH:67][CH:66]=1)(=[O:64])=[O:63]>>[Br:29][C:30]1[CH:31]=[C:32]2[C:36](=[CH:37][CH:38]=1)[NH:35][C:34]([C:48]([NH2:7])=[O:50])=[C:33]2[S:53]([NH:70][CH2:69][C:68]1[CH:71]=[CH:72][C:65]([S:62]([CH3:61])(=[O:63])=[O:64])=[CH:66][CH:67]=1)(=[O:54])=[O:55] |f:2.3,4.5|. Reported procedure: Following the procedures described in Steps D and E of Example 1, replacing in Step D ethyl 5-chloro-3-(chlorosulfonyl)-1-(phenylsulfonyl)-1H-indole-2-carboxylate with ethyl 5-bromo-3-(chlorosulfonyl)-1-(phenylsulfonyl)-1H-indole-2-carboxylate, and methylamine hydrochloride with 4-(methylsulfonyl)benzylamine hydrochloride, the title compound was obtained. HRMS (ES) exact mass calculated for C17H17BrN3O5S2 (M+H+): 485.9788. Found 485.9784. The reactants are CCOC(C)=O, Cc1cc([N+](=O)[O-])cc(C)c1Oc1ccc(O)c(C(=O)c2ccc(F)cc2)c1. Yields the product Cc1cc(N)cc(C)c1Oc1ccc(O)c(C(=O)c2ccc(F)cc2)c1. Reaction SMILES: [CH3:29][CH2:30][O:31][C:32](=[O:33])[CH3:34].[F:1][c:2]1[cH:3][cH:4][c:5]([C:8](=[O:9])[c:10]2[c:11]([OH:28])[cH:12][cH:13][c:14]([O:16][c:17]3[c:18]([CH3:27])[cH:19][c:20]([N+:24]([O-:25])=[O:26])[cH:21][c:22]3[CH3:23])[cH:15]2)[cH:6][cH:7]1>>[F:1][c:2]1[cH:3][cH:4][c:5]([C:8](=[O:9])[c:10]2[c:11]([OH:28])[cH:12][cH:13][c:14]([O:16][c:17]3[c:18]([CH3:27])[cH:19][c:20]([NH2:24])[cH:21][c:22]3[CH3:23])[cH:15]2)[cH:6][cH:7]1.